Dataset: the Open Reaction Database (ORD), a public repository of structured organic reaction records. Task: describe an organic reaction: reactants, conditions, products, and yield The reactants are COCCN(C)c1ncc(N)cn1, O=C(O)c1nc(-c2ccccc2OC(F)(F)F)oc1C(F)(F)F. The product is COCCN(C)c1ncc(NC(=O)c2nc(-c3ccccc3OC(F)(F)F)oc2C(F)(F)F)cn1. As a reaction SMILES: [CH3:24][O:25][CH2:26][CH2:27][N:28]([c:29]1[n:30][cH:31][c:32]([NH2:35])[cH:33][n:34]1)[CH3:36].[F:1][C:2]([O:3][c:4]1[c:5](-[c:10]2[o:11][c:12]([C:18]([F:19])([F:20])[F:21])[c:13]([C:15](=[O:16])[OH:17])[n:14]2)[cH:6][cH:7][cH:8][cH:9]1)([F:22])[F:23]>>[F:1][C:2]([O:3][c:4]1[c:5](-[c:10]2[o:11][c:12]([C:18]([F:19])([F:20])[F:21])[c:13]([C:15](=[O:16])[NH:35][c:32]3[cH:31][n:30][c:29]([N:28]([CH2:27][CH2:26][O:25][CH3:24])[CH3:36])[n:34][cH:33]3)[n:14]2)[cH:6][cH:7][cH:8][cH:9]1)([F:22])[F:23].